Dataset: the Open Reaction Database (ORD), a public repository of structured organic reaction records. Task: describe an organic reaction: reactants, conditions, products, and yield Reactants: CCCCP(=CC#N)(CCCC)CCCC, O=S(=O)(c1ccc(Cl)cc1)C(CCCCCO)c1nnn(Cc2ccccc2)n1, Cc1ccccc1. Yields the product O=S(=O)(c1ccc(Cl)cc1)C1(c2nnn(Cc3ccccc3)n2)CCCCC1. Reaction SMILES: [C:30]([CH:31]=[P:32]([CH2:33][CH2:34][CH2:35][CH3:36])([CH2:37][CH2:38][CH2:39][CH3:40])[CH2:41][CH2:42][CH2:43][CH3:44])#[N:45].[CH2:1]([c:2]1[cH:3][cH:4][cH:5][cH:6][cH:7]1)[n:8]1[n:9][c:10]([CH:13]([CH2:14][CH2:15][CH2:16][CH2:17][CH2:18][OH:19])[S:20](=[O:21])(=[O:22])[c:23]2[cH:24][cH:25][c:26]([Cl:29])[cH:27][cH:28]2)[n:11][n:12]1.[CH3:46][c:47]1[cH:48][cH:49][cH:50][cH:51][cH:52]1>>[CH2:1]([c:2]1[cH:3][cH:4][cH:5][cH:6][cH:7]1)[n:8]1[n:9][c:10]([C:13]2([S:20](=[O:21])(=[O:22])[c:23]3[cH:24][cH:25][c:26]([Cl:29])[cH:27][cH:28]3)[CH2:14][CH2:15][CH2:16][CH2:17][CH2:18]2)[n:11][n:12]1. The reactants are CCc1ccccc1-c1cccc(Br)c1O, O=C=O, [Li]CCCC, C1CCOC1, CCCCCC, Cl, [H-], [Na+]. Product: CCc1ccccc1-c1cccc(C(=O)O)c1O. RXN SMILES: [Br:3][c:4]1[cH:5][cH:6][cH:7][c:8](-[c:11]2[c:12]([CH2:13][CH3:14])[cH:15][cH:16][cH:17][cH:18]2)[c:9]1[OH:10].[C:24](=[O:25])=[O:26].[CH2:19]([Li:20])[CH2:21][CH2:22][CH3:23].[CH2:28]1[O:29][CH2:30][CH2:31][CH2:32]1.[CH3:33][CH2:34][CH2:35][CH2:36][CH2:37][CH3:38].[ClH:27].[H-:2].[Na+:1]>>[c:4]1([C:24](=[O:25])[OH:26])[cH:5][cH:6][cH:7][c:8](-[c:11]2[c:12]([CH2:13][CH3:14])[cH:15][cH:16][cH:17][cH:18]2)[c:9]1[OH:10]. Reactants: CCOc1ccc(-c2ccc[se]2)c(F)c1F, [Li]CCCC, CI, CCOCC, [Cl-], N, [NH4+]. Product: CCOc1ccc(-c2ccc(C)[se]2)c(F)c1F. As a reaction SMILES: [CH2:1]([CH3:2])[O:3][c:4]1[c:5]([F:16])[c:6]([F:15])[c:7](-[c:10]2[se:11][cH:12][cH:13][cH:14]2)[cH:8][cH:9]1.[CH3:17][CH2:18][CH2:19][CH2:20][Li:21].[CH3:22][I:23].[CH3:27][CH2:28][O:29][CH2:30][CH3:31].[Cl-:24].[NH3:26].[NH4+:25]>>[CH2:1]([CH3:2])[O:3][c:4]1[c:5]([F:16])[c:6]([F:15])[c:7](-[c:10]2[se:11][c:12]([CH3:17])[cH:13][cH:14]2)[cH:8][cH:9]1. Starting materials: CN1C(=O)C(Cc2ccccc2)NC1C(C)(C)C, Cn1ccc2ccccc21, CC(C)O, ClCCl, O=C(O)C(F)(F)F, COC(=O)C=CC=O. Product: COC(=O)C(CC=O)c1cn(C)c2ccccc12. As a reaction SMILES: [CH2:26]([CH:27]1[NH:28][CH:29]([C:30]([CH3:31])([CH3:32])[CH3:33])[N:34]([CH3:35])[C:36]1=[O:37])[c:38]1[cH:39][cH:40][cH:41][cH:42][cH:43]1.[CH3:9][n:10]1[cH:11][cH:12][c:13]2[cH:14][cH:15][cH:16][cH:17][c:18]12.[CH:47]([OH:48])([CH3:49])[CH3:50].[Cl:44][CH2:45][Cl:46].[F:19][C:20]([F:21])([F:22])[C:23]([OH:24])=[O:25].[O:1]=[CH:2][CH:3]=[CH:4][C:5](=[O:6])[O:7][CH3:8]>>[O:1]=[CH:2][CH2:3][CH:4]([C:5](=[O:6])[O:7][CH3:8])[c:12]1[cH:11][n:10]([CH3:9])[c:18]2[c:13]1[cH:14][cH:15][cH:16][cH:17]2.